The task is: describe an organic reaction: reactants, conditions, products, and yield. This data is from the Open Reaction Database (ORD), a public repository of structured organic reaction records. The reactants are Cl.FC=1C=CC2=C(C(=NO2)C2CCNCC2)C1 (5-fluoro-3-(piperidin-4-yl)benzisoxazole HCl salt), ClC=1N=NC(=CC1)C=1C=NN(C1)C (3-chloro-6-(1-methyl-1 H-pyrazol-4-yl)pyridazine). Yields the product FC=1C=CC2=C(C(=NO2)C2CCN(CC2)C=2N=NC(=CC2)C=2C=NN(C2)C)C1 (5-fluoro-3-(1-(6-(1-methyl-1 H-pyrazol-4-yl)pyridazin-3-yl)piperidin-4-yl)benzo[d]isoxazole). RXN SMILES: Cl.[F:2][C:3]1[CH:4]=[CH:5][C:6]2[O:10][N:9]=[C:8]([CH:11]3[CH2:16][CH2:15][NH:14][CH2:13][CH2:12]3)[C:7]=2[CH:17]=1.Cl[C:19]1[N:20]=[N:21][C:22]([C:25]2[CH:26]=[N:27][N:28]([CH3:30])[CH:29]=2)=[CH:23][CH:24]=1>>[F:2][C:3]1[CH:4]=[CH:5][C:6]2[O:10][N:9]=[C:8]([CH:11]3[CH2:12][CH2:13][N:14]([C:19]4[N:20]=[N:21][C:22]([C:25]5[CH:26]=[N:27][N:28]([CH3:30])[CH:29]=5)=[CH:23][CH:24]=4)[CH2:15][CH2:16]3)[C:7]=2[CH:17]=1 |f:0.1|. Procedure details: The title compound was prepared following the procedure as described in Example 1, Method B, reacting 5-fluoro-3-(piperidin-4-yl)benzisoxazole HCl salt and 3-chloro-6-(1-methyl-1 H-pyrazol-4-yl)pyridazine. Starting materials: OC1=C(C=C2C(=CC(OC2=C1)(C)C)C(C)C)C(C)=O (1-(7-hydroxy-4 isopropyl-2,2-dimethyl-2H-chromen-6-yl)-ethanone), OC1=C(C=C2C(=CC(OC2=C1)(C)C)C(C)C)C(C)=O (1-(7-hydroxy-4 isopropyl-2,2-dimethyl-2H-chromen-6-yl)-ethanone), ICCCC (1-iodobutane). Product: C(CCC)OC1=C(C=C2C(=CC(OC2=C1)(C)C)C(C)C)C(C)=O (1-(7-Butoxy-4-isopropyl-2,2-dimethyl-2H-chromen-6-yl)-ethanone). Reaction SMILES: [OH:1][C:2]1[CH:11]=[C:10]2[C:5]([C:6]([CH:14]([CH3:16])[CH3:15])=[CH:7][C:8]([CH3:13])([CH3:12])[O:9]2)=[CH:4][C:3]=1[C:17](=[O:19])[CH3:18].I[CH2:21][CH2:22][CH2:23][CH3:24]>>[CH2:21]([O:1][C:2]1[CH:11]=[C:10]2[C:5]([C:6]([CH:14]([CH3:15])[CH3:16])=[CH:7][C:8]([CH3:13])([CH3:12])[O:9]2)=[CH:4][C:3]=1[C:17](=[O:19])[CH3:18])[CH2:22][CH2:23][CH3:24]. Procedure: Following General Procedure A, 1-(7-hydroxy-4-isopropyl-2,2-dimethyl-2H-chromen-6-yl)ethanone (Compound 62, 205 mg, 0.65 mmol) and 1-iodobutane (0.35 mL, 3.24 mmol) were reacted to produce the title compound as a yellow oil. Reactants: CCOC(=O)CC(=O)Nc1ccc(Br)cc1C, BrCCBr, O=C([O-])[O-], ClCCl, CN(C)C=O, [K+], [K+]. Product: CCOC(=O)C1(C(=O)Nc2ccc(Br)cc2C)CC1. As a reaction SMILES: [Br:1][c:2]1[cH:3][c:4]([CH3:17])[c:5]([NH:8][C:9]([CH2:10][C:11](=[O:12])[O:13][CH2:14][CH3:15])=[O:16])[cH:6][cH:7]1.[Br:29][CH2:30][CH2:31][Br:32].[C:18](=[O:19])([O-:20])[O-:21].[CH2:33]([Cl:34])[Cl:35].[CH3:24][N:25]([CH3:26])[CH:27]=[O:28].[K+:22].[K+:23]>>[Br:1][c:2]1[cH:3][c:4]([CH3:17])[c:5]([NH:8][C:9]([C:10]2([C:11](=[O:12])[O:13][CH2:14][CH3:15])[CH2:30][CH2:31]2)=[O:16])[cH:6][cH:7]1. The reactants are C(=O)(O)[O-].[Na+] (NaHCO3), BrC1=C(\C=N\[S@@](=O)C(C)(C)C)C=C(C=C1)F ((S,E)-N-(2-bromo-5-fluorobenzylidene)-2-methylpropane-2-sulfinamide), [In] (indium), C(C=C)Br (allyl bromide). The solvent is [Na+].[Br-] (NaBr). Reaction conditions: time 36 hour. Product: BrC1=C(C=C(C=C1)F)[C@@H](CC=C)N[S@@](=O)C(C)(C)C ((S)-N-((R)-1-(2-bromo-5-fluorophenyl)but-3-en-1-yl)-2-methylpropane-2-sulfinamide). RXN SMILES: [Br:1][C:2]1[CH:15]=[CH:14][C:13]([F:16])=[CH:12][C:3]=1/[CH:4]=[N:5]/[S@:6]([C:8]([CH3:11])([CH3:10])[CH3:9])=[O:7].[In].[CH2:18](Br)[CH:19]=[CH2:20].C([O-])(O)=O.[Na+]>[Na+].[Br-]>[Br:1][C:2]1[CH:15]=[CH:14][C:13]([F:16])=[CH:12][C:3]=1[C@H:4]([NH:5][S@:6]([C:8]([CH3:11])([CH3:10])[CH3:9])=[O:7])[CH2:20][CH:19]=[CH2:18] |f:3.4,5.6|. Procedure details: To a stirred suspension of (S,E)-N-(2-bromo-5-fluorobenzylidene)-2-methylpropane-2-sulfinamide (I-44) (153 mg, 0.50 mmol) and indium powder (230 mg, 2.0 mmol) in saturated NaBr (10 mL, aq) was added allyl bromide (169 μL, 2.0 mmol). After stirring 36 hours the reaction mixture was charged with saturated aqueous NaHCO3 and stirred 30 minutes. The mixture was extracted with EtOAc and combined extracts were washed with brine, dried over sodium sulfate and concentrated. The residue was purified by s... Starting materials: C(C)C1C(CC(C(C(OC(C2CCCCN2C(C(C2(C(CC(C(C(CC(CC(=C1)C)C)OC)O2)OC)C)O)=O)=O)=O)C(=CC2CC(C(CC2)O)OC)C)C)O)=O (17-ethyl-1,14-dihydroxy-12-[2'-(4"-hydroxy-3"-methoxycyclohexyl)-1'-methylvinyl]-23,25-dimethoxy-13,19,21,27-tetramethyl-11,28-dioxa-4-azatricyclo[22.3.1.04,9 ]octacos-18-ene-2,3,10,16-tetraone), C(C)(=O)O (acetic acid), C(O)(O)=O.O(C1=CC=CC=C1)C1=CC=C(C=C1)[Bi](C1=CC=C(C=C1)OC1=CC=CC=C1)C1=CC=C(C=C1)OC1=CC=CC=C1 (tri(4-phenoxyphenyl)bismuth carbonate), C(C)(=O)O.C(C)(=O)O.O(C1=CC=CC=C1)C1=CC=C(C=C1)[Bi](C1=CC=C(C=C1)OC1=CC=CC=C1)C1=CC=C(C=C1)OC1=CC=CC=C1 (tri(4-phenoxyphenyl) bismuth diacetate), C(C)(=O)O.C(C)(=O)O.O(C1=CC=CC=C1)C1=CC=C(C=C1)[Bi](C1=CC=C(C=C1)OC1=CC=CC=C1)C1=CC=C(C=C1)OC1=CC=CC=C1 (tri(4-phenoxyphenyl)bismuth diacetate). The reagents and catalysts are CC(=O)[O-].CC(=O)[O-].[Cu+2] (Cu(OAc)2). The solvent is C(Cl)Cl (CH2Cl2), C(Cl)Cl (CH2Cl2), C(=O)(O)[O-].[Na+] (NaHCO3). Conditions: temperature 40 celsius, time 18 hour. Yields the product C(C)C1C(CC(C(C(OC(C2CCCCN2C(C(C2(C(CC(C(C(CC(CC(=C1)C)C)OC)O2)OC)C)O)=O)=O)=O)C(=CC2CC(C(CC2)OC2=CC=C(C=C2)OC2=CC=CC=C2)OC)C)C)O)=O (17-ethyl-1,14-dihydroxy-12-[2'-(4"-(4"'-phenoxyphenyloxy)-3"-methoxycyclohexyl)-1'-methylvinyl]-23,25-dimethoxy-13,19,21,27-tetramethyl-11,28-dioxa-4-azatricyclo[22.3.1.04,9 ]octacos-18-ene-2,3,10,16-tetraone). RXN SMILES: [CH2:1]([CH:3]1[CH:29]=[C:28]([CH3:30])[CH2:27][CH:26]([CH3:31])[CH2:25][CH:24]([O:32][CH3:33])[CH:23]2[O:34][C:19]([OH:38])([CH:20]([CH3:37])[CH2:21][CH:22]2[O:35][CH3:36])[C:18](=[O:39])[C:17](=[O:40])[N:16]2[CH:11]([CH2:12][CH2:13][CH2:14][CH2:15]2)[C:10](=[O:41])[O:9][CH:8]([C:42]([CH3:53])=[CH:43][CH:44]2[CH2:49][CH2:48][CH:47]([OH:50])[CH:46]([O:51][CH3:52])[CH2:45]2)[CH:7]([CH3:54])[CH:6]([OH:55])[CH2:5][C:4]1=[O:56])[CH3:2].C(O)(=O)C.C(O)(=O)C.[O:65]([C:72]1[CH:77]=[CH:76][C:75]([Bi](C2C=CC(OC3C=CC=CC=3)=CC=2)C2C=CC(OC3C=CC=CC=3)=CC=2)=[CH:74][CH:73]=1)[C:66]1[CH:71]=[CH:70][CH:69]=[CH:68][CH:67]=1.C(O)(=O)C.C(=O)(O)O.O(C1C=CC([Bi](C2C=CC(OC3C=CC=CC=3)=CC=2)C2C=CC(OC3C=CC=CC=3)=CC=2)=CC=1)C1C=CC=CC=1>C(Cl)Cl.C([O-])(O)=O.[Na+].CC([O-])=O.CC([O-])=O.[Cu+2]>[CH2:1]([CH:3]1[CH:29]=[C:28]([CH3:30])[CH2:27][CH:26]([CH3:31])[CH2:25][CH:24]([O:32][CH3:33])[CH:23]2[O:34][C:19]([OH:38])([CH:20]([CH3:37])[CH2:21][CH:22]2[O:35][CH3:36])[C:18](=[O:39])[C:17](=[O:40])[N:16]2[CH:11]([CH2:12][CH2:13][CH2:14][CH2:15]2)[C:10](=[O:41])[O:9][CH:8]([C:42]([CH3:53])=[CH:43][CH:44]2[CH2:49][CH2:48][CH:47]([O:50][C:75]3[CH:76]=[CH:77][C:72]([O:65][C:66]4[CH:71]=[CH:70][CH:69]=[CH:68][CH:67]=4)=[CH:73][CH:74]=3)[CH:46]([O:51][CH3:52])[CH2:45]2)[CH:7]([CH3:54])[CH:6]([OH:55])[CH2:5][C:4]1=[O:56])[CH3:2] |f:1.2.3,5.6,8.9,10.11.12|. Procedure details: A stirred mixture of 17-ethyl-1,14-dihydroxy-12-[2'-(4"-hydroxy-3"-methoxycyclohexyl)-1'-methylvinyl]-23,25-dimethoxy-13,19,21,27-tetramethyl-11,28-dioxa-4-azatricyclo[22.3.1.04,9 ]octacos-18-ene-2,3,10,16-tetraone (150 mg, 0.19 mmol, 1 eq) and Cu(OAc)2 (6.0 mg, 0.033 mmol, 0.17 eq) in CH2Cl2 (2.5 ml) in a round bottom flask equipped with a magnetic stir-bar and a reflux condenser was heated to 40° C. then treated with tri(4-phenoxyphenyl)bismuth diacetate [prepared immediately prior to use by a... Reactants: Cc1ccc(-n2nc(C(C)(C)C)cc2N)cc1, CCOC(C)=O, CCN(C(C)C)C(C)C, O=C(Cl)OC(Cl)(Cl)Cl, ClCCl, CC(Oc1ccc(N)c2ccccc12)c1ccnc(N)c1, [Na+], O=C([O-])O, O. Product: Cc1ccc(-n2nc(C(C)(C)C)cc2NC(=O)Nc2ccc(OC(C)c3ccnc(N)c3)c3ccccc23)cc1. RXN SMILES: [C:1]([CH3:2])([CH3:3])([CH3:4])[c:5]1[n:6][n:7](-[c:11]2[cH:12][cH:13][c:14]([CH3:17])[cH:15][cH:16]2)[c:8]([NH2:10])[cH:9]1.[CH3:64][CH2:65][O:66][C:67]([CH3:68])=[O:69].[CH:52]([N:53]([CH2:54][CH3:55])[CH:56]([CH3:57])[CH3:58])([CH3:59])[CH3:60].[Cl:23][C:24]([O:25][C:26]([Cl:27])=[O:28])([Cl:29])[Cl:30].[Cl:61][CH2:62][Cl:63].[NH2:31][c:32]1[cH:33][cH:34][c:35]([O:42][CH:43]([CH3:44])[c:45]2[cH:46][c:47]([NH2:51])[n:48][cH:49][cH:50]2)[c:36]2[cH:37][cH:38][cH:39][cH:40][c:41]12.[Na+:22].[O-:18][C:19](=[O:20])[OH:21].[OH2:70]>>[C:1]([CH3:2])([CH3:3])([CH3:4])[c:5]1[n:6][n:7](-[c:11]2[cH:12][cH:13][c:14]([CH3:17])[cH:15][cH:16]2)[c:8]([NH:10][C:19](=[O:21])[NH:31][c:32]2[cH:33][cH:34][c:35]([O:42][CH:43]([CH3:44])[c:45]3[cH:46][c:47]([NH2:51])[n:48][cH:49][cH:50]3)[c:36]3[cH:37][cH:38][cH:39][cH:40][c:41]23)[cH:9]1.